This data is from the Open Reaction Database (ORD), a public repository of structured organic reaction records. The task is: describe an organic reaction: reactants, conditions, products, and yield Reactants: CCO, Cl, CCOC(=O)c1[nH]c2ccc(I)cc2c1I, O, [Zn]. Product: CCOC(=O)c1cc2cc(I)ccc2[nH]1. RXN SMILES: [CH3:19][CH2:20][OH:21].[ClH:17].[I:1][c:2]1[c:3]([C:12](=[O:13])[O:14][CH2:15][CH3:16])[nH:4][c:5]2[cH:6][cH:7][c:8]([I:11])[cH:9][c:10]12.[OH2:18].[Zn:22]>>[cH:2]1[c:3]([C:12](=[O:13])[O:14][CH2:15][CH3:16])[nH:4][c:5]2[cH:6][cH:7][c:8]([I:11])[cH:9][c:10]12. Reactants: ClC=1C=C(C=CC1F)C1=C(C=C(O1)C(=O)N1CNC(C1)=O)C1=CC(=CC=C1)Cl (1-{[5-(3-Chloro-4-fluorophenyl)-4-(3-chlorophenyl)furan-2-yl]carbonyl}imidazolidin-4-one), BrC1=C(C=C(O1)C(=O)N1CNC(C1)=O)C1=CC(=CC=C1)Cl (1-{[5-Bromo-4-(3-chlorophenyl)furan-2-yl]carbonyl}imidazolidin-4-one). The product is ClC=1C=C(C=CC1)C1=C(OC(=C1)C(=O)N1CNC(C1)=O)C=1C=CC(=C(C1)C#N)F (5-{3-(3-Chlorophenyl)-5-[(4-oxoimidazolidin-1-yl)carbonyl]furan-2-yl}-2-fluorobenzenecarbonitrile). Reaction SMILES: Cl[C:2]1[CH:3]=[C:4]([C:9]2[O:13][C:12]([C:14]([N:16]3[CH2:20][C:19](=[O:21])[NH:18][CH2:17]3)=[O:15])=[CH:11][C:10]=2[C:22]2[CH:27]=[CH:26][CH:25]=[C:24]([Cl:28])[CH:23]=2)[CH:5]=[CH:6][C:7]=1[F:8].BrC1OC([C:35]([N:37]2CC(=O)NC2)=O)=CC=1C1C=CC=C(Cl)C=1>>[Cl:28][C:24]1[CH:23]=[C:22]([C:10]2[CH:11]=[C:12]([C:14]([N:16]3[CH2:20][C:19](=[O:21])[NH:18][CH2:17]3)=[O:15])[O:13][C:9]=2[C:4]2[CH:5]=[CH:6][C:7]([F:8])=[C:2]([C:35]#[N:37])[CH:3]=2)[CH:27]=[CH:26][CH:25]=1. Procedure: The preparation of the title compound takes place in analogy to the synthesis of the compound from Example 25 starting with the compound from Example 30A. 11.0 mg (20% of theory) of the title compound are obtained. Starting materials: C(C)(CC)[Li] (sec-Butyllithium), solution, FC1=C(C=CC=C1F)C1CCC(CC1)=O (4-(2,3-difluorophenyl)cyclohexanone), C(CCC)OC=1C(=C(C=CC1)F)F (3-Butoxy-1,2-difluorobenzene), [Cl-].[NH4+] (ammonium chloride). Run in CCCCCC (n-hexane), C1CCCCC1 (cyclohexane), C1CCOC1 (THF), C1CCOC1 (THF), C(C)(=O)OCC (ethyl acetate). Run at temperature 30 celsius, time 2 hour. Product: C(CCC)OC1=C(C(=C(C=C1)C1=CCC(CC1)C1=C(C(=CC=C1)F)F)F)F (1-butoxy-4-(4-(2,3-difluorophenyl)cyclohex-1-enyl)-2,3-difluorobenzene). The yield is 20.0%. Reaction SMILES: [CH2:1]([O:5][C:6]1[C:7]([F:13])=[C:8]([F:12])[CH:9]=[CH:10][CH:11]=1)[CH2:2][CH2:3][CH3:4].C([Li])(CC)C.[F:19][C:20]1[C:25]([F:26])=[CH:24][CH:23]=[CH:22][C:21]=1[CH:27]1[CH2:32][CH2:31][C:30](=O)[CH2:29][CH2:28]1.[Cl-].[NH4+]>CCCCCC.C1CCCCC1.C1COCC1.C(OCC)(=O)C>[CH2:1]([O:5][C:6]1[CH:11]=[CH:10][C:9]([C:30]2[CH2:31][CH2:32][CH:27]([C:21]3[CH:22]=[CH:23][CH:24]=[C:25]([F:26])[C:20]=3[F:19])[CH2:28][CH:29]=2)=[C:8]([F:12])[C:7]=1[F:13])[CH2:2][CH2:3][CH3:4] |f:3.4|. Procedure details: 3-Butoxy-1,2-difluorobenzene (s-18) (17.7 g) and THF (500 ml) were put in a reaction vessel under an atmosphere of nitrogen and cooled to −74° C. sec-Butyllithium (a 1.00 M solution in n-hexane and cyclohexane; 114 ml) was added dropwide thereto in the temperature range of −74° C. to −70° C., and the stirring was continued for another 2 hours. Then, 4-(2,3-difluorophenyl)cyclohexanone (s-19) (20.0 g) dissolved in THF (100 ml) was added dropwise thereto in the temperature range of −75° C. to −70°... The reactants are [Si](C)(C)(C(C)(C)C)OC=1C(=NC=CC1)C=1C=C(C=CC1)[N+](=O)[O-] (3-(3-tert-butyldimethylsilyloxypyridin-2-yl)-nitrobenzene). The reagents and catalysts are [Pd] (palladium on carbon). The solvent is C(C)O (ethanol). The product is [Si](C)(C)(C(C)(C)C)OC=1C(=NC=CC1)C=1C=C(N)C=CC1 (3-(3-tert-butyldimethylsilyloxypyridin-2-yl)aniline). Yield: 100.4%. RXN SMILES: [Si:1]([O:8][C:9]1[C:10]([C:15]2[CH:16]=[C:17]([N+:21]([O-])=O)[CH:18]=[CH:19][CH:20]=2)=[N:11][CH:12]=[CH:13][CH:14]=1)([C:4]([CH3:7])([CH3:6])[CH3:5])([CH3:3])[CH3:2]>C(O)C.[Pd]>[Si:1]([O:8][C:9]1[C:10]([C:15]2[CH:16]=[C:17]([CH:18]=[CH:19][CH:20]=2)[NH2:21])=[N:11][CH:12]=[CH:13][CH:14]=1)([C:4]([CH3:7])([CH3:6])[CH3:5])([CH3:3])[CH3:2]. Procedure: A suspension of 3-(3-tert-butyldimethylsilyloxypyridin-2-yl)-nitrobenzene (332 mg) in ethanol (5 ml) was hydrogenated over palladium on carbon (10% w/w, 50% wet, 150 mg) under a hydrogen atmosphere for 4 hours. The catalyst was filtered off, and the filtrate was evaporated under reduced pressure to give 3-(3-tert-butyldimethylsilyloxypyridin-2-yl)aniline (303 mg). The reactants are CN=C=O (methylisocyanate), NC1=CC=CC=C1 (aniline). The solvent is CCOCC (ether). The product is CNC(=O)NC1=CC=CC=C1 (1-Methyl-3-phenylurea). Reaction SMILES: [CH3:1][N:2]=[C:3]=[O:4].[NH2:5][C:6]1[CH:11]=[CH:10][CH:9]=[CH:8][CH:7]=1>CCOCC>[CH3:1][NH:2][C:3]([NH:5][C:6]1[CH:11]=[CH:10][CH:9]=[CH:8][CH:7]=1)=[O:4]. Reported procedure: 1-Methyl-3-phenylurea was prepared by the dropwise addition of methylisocyanate (6 ml, 0.1 mole) over three hours to an ether solution (100 ml) containing aniline (9 ml, 0.1 mole) at 4° C. with stirring. 1-Methyl-3-phenylurea precipitated as purple crystals which were recrystallized from ethanol, m.p. 150° C.